From a dataset of the Open Reaction Database (ORD), a public repository of structured organic reaction records. describe an organic reaction: reactants, conditions, products, and yield Reactants: FC1=C(C=CC(=C1)[N+](=O)[O-])C (2-fluoro-1-methyl-4-nitrobenzene), C(C1=CC=CC=C1)(=O)OOC(C1=CC=CC=C1)=O (benzoyl peroxide), BrN1C(CCC1=O)=O (N-bromosuccinimide). Run in C(Cl)(Cl)(Cl)Cl (carbon tetrachloride), C(C)(=O)OCC (ethyl acetate). The product is BrCC1=C(C=C(C=C1)[N+](=O)[O-])F (1-(bromomethyl)-2-fluoro-4-nitrobenzene). The yield is 88.5%. As a reaction SMILES: [F:1][C:2]1[CH:7]=[C:6]([N+:8]([O-:10])=[O:9])[CH:5]=[CH:4][C:3]=1[CH3:11].C(OOC(=O)C1C=CC=CC=1)(=O)C1C=CC=CC=1.[Br:30]N1C(=O)CCC1=O>C(Cl)(Cl)(Cl)Cl.C(OCC)(=O)C>[Br:30][CH2:11][C:3]1[CH:4]=[CH:5][C:6]([N+:8]([O-:10])=[O:9])=[CH:7][C:2]=1[F:1]. Procedure details: To a stirred solution of 2-fluoro-1-methyl-4-nitrobenzene (1 g, 6.446 mmol) in carbon tetrachloride was added benzoyl peroxide (497 mg, 1.2847 mmol) and N-bromosuccinimide (1.377 g, 7.736 mmol). The reaction mixture was refluxed for 18 h, then cooled to room temperature. The mixture was dissolved in ethyl acetate, then washed with water and brine. The organic layer was dried over magnesium sulfate and filtered. The filtrate was removed in vacuo to obtain 1-(bromomethyl)-2-fluoro-4-nitrobenzene (... The reactants are COC(=O)Oc1ccc(C(=O)OC(C)(C)C)cc1 (substrate), OB(O)c1ccccc1 (effective_coupling_partner). The reagents and catalysts are dcypf. Run at temperature 60 celsius, time 72 hour. Yields the product CC(C)(C)OC(=O)c2ccc(c1ccccc1)cc2. The reactants are Nc1ccc(Br)cc1, O=C([O-])[O-], CCO, ClCCNCCCl, Cl, Cl, [K+], [K+]. Yields the product Brc1ccc(N2CCNCC2)cc1, Cl. RXN SMILES: [Br:9][c:10]1[cH:11][cH:12][c:13]([NH2:14])[cH:15][cH:16]1.[C:17](=[O:18])([O-:19])[O-:20].[CH3:24][CH2:25][OH:26].[Cl:2][CH2:3][CH2:4][NH:5][CH2:6][CH2:7][Cl:8].[ClH:1].[ClH:23].[K+:21].[K+:22]>>[CH2:3]1[CH2:4][NH:5][CH2:6][CH2:7][N:14]1[c:13]1[cH:12][cH:11][c:10]([Br:9])[cH:16][cH:15]1.[ClH:2]. Reactants: BrC=1C(=NC(=NC1)Cl)NC(C)C1CCN(CC1)C(=O)OC(C)(C)C (tert-butyl 4-(1-((5-bromo-2-chloropyrimidin-4-yl)amino)ethyl)piperidine-1-carboxylate), C(C#CC)(=O)OCC (ethyl but-2-ynoate), [Cl-].[Li+] (lithium chloride), C(O)(O)=O (carbonic acid). The reagents and catalysts are C(C)(=O)[O-].C(C)(=O)[O-].[Pd+2] (palladium(II) diacetate). The solvent is CN(C=O)C (N, N-dimethyl formamide). The product is C(C)(C)(C)OC(=O)N1CCC(CC1)C(C)N1C(=C(C2=C1N=C(N=C2)Cl)C(=O)OCC)C (ethyl 7-(1-(1-(tert-butoxycarbonyl)piperidin-4-yl)ethyl)-2-chloro-6-methyl-7H-pyrrolo[2,3-d]pyrimidine-5-carboxylate). Yield: 17.5%. RXN SMILES: Br[C:2]1[C:3]([NH:9][CH:10]([CH:12]2[CH2:17][CH2:16][N:15]([C:18]([O:20][C:21]([CH3:24])([CH3:23])[CH3:22])=[O:19])[CH2:14][CH2:13]2)[CH3:11])=[N:4][C:5]([Cl:8])=[N:6][CH:7]=1.[C:25]([O:30][CH2:31][CH3:32])(=[O:29])[C:26]#[C:27][CH3:28].[Cl-].[Li+].C(=O)(O)O>CN(C)C=O.C([O-])(=O)C.C([O-])(=O)C.[Pd+2]>[C:21]([O:20][C:18]([N:15]1[CH2:16][CH2:17][CH:12]([CH:10]([N:9]2[C:3]3[N:4]=[C:5]([Cl:8])[N:6]=[CH:7][C:2]=3[C:26]([C:25]([O:30][CH2:31][CH3:32])=[O:29])=[C:27]2[CH3:28])[CH3:11])[CH2:13][CH2:14]1)=[O:19])([CH3:24])([CH3:23])[CH3:22] |f:2.3,6.7.8|. Reported procedure: Into the vial were added tert-butyl 4-(1-((5-bromo-2-chloropyrimidin-4-yl)amino)ethyl)piperidine-1-carboxylate (400 mg, 0.95 mmol) and ethyl but-2-ynoate (128 mg, 1.14 mmol), palladium(II) diacetate (42 mg, 0.19 mmol), lithium chloride (51.8 mg, 1.23 mmol), carbonic acid (393 mg, 2.85 mmol) in N, N-dimethyl formamide. The mixture was degassed for 10 min and refilled with nitrogen, and irradiated in the microwave on a Biotage smith synthesizer at 120° C. for 40 min. The reaction mixture was coole... The reagents and catalysts are CC([O-])C.[Ti+4].CC([O-])C.CC([O-])C.CC([O-])C (titanium isopropoxide). Reported procedure: To solution of 3-furonitrile (5 g, 53.71 mmol, 1.0 eq) in dry THF at r.t. under an argon atmosphere was added slowly titanium isopropoxide (18.9 ml, 64.4 mmol, 1.2 eq). The reaction mixture was stirred for 15 min. A solution of 1.0 M ethyl magnesium bromide in THF (129 ml, 128 mmol, 2.4 eq) was added via syringe slowly to the mixture at 0° C. After addition, the reaction mixture was stirred at r.t. for 2 hour. BF3.Et2O (10.4 ml) was then added slowly to the mixture at 0° C. After completion of t... The reactants are O1C=C(C=C1)C#N (3-furonitrile), C(C)[Mg]Br (ethyl magnesium bromide), [OH-].[Na+] (NaOH), B(F)(F)F.CCOCC (BF3.Et2O). As a reaction SMILES: [O:1]1[CH:5]=[CH:4][C:3]([C:6]#[N:7])=[CH:2]1.[CH2:8]([Mg]Br)[CH3:9].B(F)(F)F.CCOCC.[OH-].[Na+]>C1COCC1.CC(C)[O-].[Ti+4].CC(C)[O-].CC(C)[O-].CC(C)[O-]>[O:1]1[CH:5]=[CH:4][C:3]([C:6]2([NH2:7])[CH2:9][CH2:8]2)=[CH:2]1 |f:2.3,4.5,7.8.9.10.11|. The product is O1C=C(C=C1)C1(CC1)N (1-(furan-3-yl)cyclopropanamine). Run in C1CCOC1 (THF), C1CCOC1 (THF). Reaction conditions: time 15 minute.